This data is from the Open Reaction Database (ORD), a public repository of structured organic reaction records. The task is: describe an organic reaction: reactants, conditions, products, and yield The reactants are C(=C)(C)C1=NC=CC2=C1C=C1\C(\CCN21)=C\C(=O)OCC (ethyl (2E)-(1-isopropenyl-6,7-dihydro-8H-pyrido[3,4-b]-pyrrolizin-8-ylidene)ethanoate). Reagents/catalysts: [OH-].[OH-].[Pd+2] (Pd(OH)2). Run in CO (MeOH). Conditions: time 3 hour. Product: C(C)(C)C1=NC=CC2=C1C=C1C(CCN21)CC(=O)OCC (ethyl (1-isopropyl-7,8-dihydro-6H-pyrido[3,4-b]pyrrolizin-8-yl)acetate). RXN SMILES: [C:1]([C:4]1[C:9]2[CH:10]=[C:11]3[N:15]([C:8]=2[CH:7]=[CH:6][N:5]=1)[CH2:14][CH2:13]/[C:12]/3=[CH:16]\[C:17]([O:19][CH2:20][CH3:21])=[O:18])([CH3:3])=[CH2:2]>CO.[OH-].[OH-].[Pd+2]>[CH:1]([C:4]1[C:9]2[CH:10]=[C:11]3[N:15]([C:8]=2[CH:7]=[CH:6][N:5]=1)[CH2:14][CH2:13][CH:12]3[CH2:16][C:17]([O:19][CH2:20][CH3:21])=[O:18])([CH3:3])[CH3:2] |f:2.3.4|. Procedure details: To a solution of ethyl (2E)-(1-isopropenyl-6,7-dihydro-8H-pyrido[3,4-b]-pyrrolizin-8-ylidene)ethanoate (0.40 g, 1.4 mmol) in MeOH (20 mL) was added Pd(OH)2 (0.20 g). The mixture was stirred under 1 atm of H2 for 3 h. The mixture was filtered over celite and evaporated to provide the title compound. Starting materials: C(C1=CC=CC=C1)(=O)N[C@H](CC(=O)O)C1=CC=C(C=C1)NC(CC1=CC(=C(C=C1)NC(=O)NC1=C(C=CC=C1)C)OC)=O ((R)-3-benzoylamino-3-(4-{3-methoxy-4-[3-(2-methylphenyl)ureido]phenylacetyl-amino}phenyl)-propanoic acid), C(C(CO)(CO)N)O (tris(hydroxymethyl)aminomethane), O1CCCC1 (tetrahydrofuran). Run in O (water). Reaction conditions: temperature 50 celsius, time 1.5 hour. Product: N(CCO)(CCO)CCO.C(C1=CC=CC=C1)(=O)N[C@H](CC(=O)O)C1=CC=C(C=C1)NC(CC1=CC(=C(C=C1)NC(=O)NC1=C(C=CC=C1)C)OC)=O ((R)-3-Benzoylamino-3-(4-{3-methoxy-4-[3-(2-methylphenyl)ureido]phenylacetylamino}phenyl)-propanoic acid triethanolamine salt). RXN SMILES: [C:1]([NH:9][C@@H:10]([C:15]1[CH:20]=[CH:19][C:18]([NH:21][C:22](=[O:43])[CH2:23][C:24]2[CH:29]=[CH:28][C:27]([NH:30][C:31]([NH:33][C:34]3[CH:39]=[CH:38][CH:37]=[CH:36][C:35]=3[CH3:40])=[O:32])=[C:26]([O:41][CH3:42])[CH:25]=2)=[CH:17][CH:16]=1)[CH2:11][C:12]([OH:14])=[O:13])(=[O:8])[C:2]1[CH:7]=[CH:6][CH:5]=[CH:4][CH:3]=1.C(O)[C:45](N)(CO)[CH2:46][OH:47].[O:52]1CCC[CH2:53]1>O>[N:30]([CH2:27][CH2:26][OH:41])([CH2:31][CH2:53][OH:52])[CH2:45][CH2:46][OH:47].[C:1]([NH:9][C@@H:10]([C:15]1[CH:16]=[CH:17][C:18]([NH:21][C:22](=[O:43])[CH2:23][C:24]2[CH:29]=[CH:28][C:27]([NH:30][C:31]([NH:33][C:34]3[CH:39]=[CH:38][CH:37]=[CH:36][C:35]=3[CH3:40])=[O:32])=[C:26]([O:41][CH3:42])[CH:25]=2)=[CH:19][CH:20]=1)[CH2:11][C:12]([OH:14])=[O:13])(=[O:8])[C:2]1[CH:7]=[CH:6][CH:5]=[CH:4][CH:3]=1 |f:4.5|. Procedure details: A mixture of (R)-3-benzoylamino-3-(4-{3-methoxy-4-[3-(2-methylphenyl)ureido]phenylacetyl-amino}phenyl)-propanoic acid [1.0 g, Example 5(a)], tris(hydroxymethyl)aminomethane (0.208 g), tetrahydrofuran (80 ml) and water (15 ml) was stirred at 50° C. for 1.5 hours, then cooled to room temperature and then evaporated. The residue was recrystallised from ethanol to give the title compound as a white crystalline solid (1.1 g), m.p 135-140° C. (with decomposition). [Elemental analysis:—C, 61.6; H, 6.1;... Reactants: CC(C)(C)c1ccc(OCC(F)F)c(C(C)(C)C)c1, ClCCl, O=C1CCC(=O)N1I, O, Cc1ccc(S(=O)(=O)O)cc1. The product is CC(C)(C)c1cc(I)c(OCC(F)F)c(C(C)(C)C)c1. As a reaction SMILES: [C:1]([CH3:2])([CH3:3])([CH3:4])[c:5]1[c:6]([O:15][CH2:16][CH:17]([F:18])[F:19])[cH:7][cH:8][c:9]([C:11]([CH3:12])([CH3:13])[CH3:14])[cH:10]1.[Cl:40][CH2:41][Cl:42].[I:20][N:21]1[C:22](=[O:23])[CH2:24][CH2:25][C:26]1=[O:27].[OH2:28].[c:29]1([CH3:30])[cH:31][cH:32][c:33]([S:34]([OH:35])(=[O:36])=[O:37])[cH:38][cH:39]1>>[C:1]([CH3:2])([CH3:3])([CH3:4])[c:5]1[c:6]([O:15][CH2:16][CH:17]([F:18])[F:19])[c:7]([I:20])[cH:8][c:9]([C:11]([CH3:12])([CH3:13])[CH3:14])[cH:10]1. Starting materials: [H-].[Na+] (NaH), C(C)OC(=O)C=1N(C(=C(C1C1=CC=C(C=C1)C1=NN=NN1)C#N)CC)C (4-cyano-5-ethyl-1-methyl-3-[4-(1H-tetrazol-5-yl)-phenyl]-1H-pyrrole-2-carboxylic acid ethyl ester), CI (methyl iodide). Run in [Cl-].[Na+].O (brine), CN(C)C=O (DMF). Conditions: temperature 0 celsius. Product: C(C)OC(=O)C=1N(C(=C(C1C1=CC=C(C=C1)C1=NN=NN1C)C#N)CC)C (4-Cyano-5-ethyl-1-methyl-3-[4-(1-methyl-1H-tetrazol-5-yl)-phenyl]-1H-pyrrole-2-carboxylic acid ethyl ester). Yield: 45.6%. RXN SMILES: [CH2:1]([O:3][C:4]([C:6]1[N:7]([CH3:26])[C:8]([CH2:24][CH3:25])=[C:9]([C:22]#[N:23])[C:10]=1[C:11]1[CH:16]=[CH:15][C:14]([C:17]2[NH:21][N:20]=[N:19][N:18]=2)=[CH:13][CH:12]=1)=[O:5])[CH3:2].[H-].[Na+].[CH3:29]I>CN(C=O)C.[Cl-].[Na+].O>[CH2:1]([O:3][C:4]([C:6]1[N:7]([CH3:26])[C:8]([CH2:24][CH3:25])=[C:9]([C:22]#[N:23])[C:10]=1[C:11]1[CH:12]=[CH:13][C:14]([C:17]2[N:18]([CH3:29])[N:19]=[N:20][N:21]=2)=[CH:15][CH:16]=1)=[O:5])[CH3:2] |f:1.2,5.6.7|. Reported procedure: Into a round bottom flask containing a solution of 4-cyano-5-ethyl-1-methyl-3-[4-(1H-tetrazol-5-yl)-phenyl]-1H-pyrrole-2-carboxylic acid ethyl ester (0.116 g, 0.331 mmol, prepared in example E-242) in DMF (2 mL) cooled to 0° C. while stirring add NaH (0.015 g, 0.364 mmol, 60% in mineral oil). Let stir for 20 min, then add methyl iodide (0.022 mL, 0.364 mmol) and let stir for 3 h. Dilute the mixture with brine (20 mL) and extract the mixture with EtOAc (3×30 mL). Combine the organic layers and wa... Procedure: 3-(2,6-Dimethoxybenzoyl)propionic acid was demethylated with boron tribromide according to the general procedure of Example 22(i) to give 3-(2,6-dihydroxybenzoyl)propionic acid. The product is OC1=C(C(=O)CCC(=O)O)C(=CC=C1)O (3-(2,6-dihydroxybenzoyl)propionic acid). Reactants: COC1=C(C(=O)CCC(=O)O)C(=CC=C1)OC (3-(2,6-Dimethoxybenzoyl)propionic acid), B(Br)(Br)Br (boron tribromide). Reaction SMILES: C[O:2][C:3]1[CH:15]=[CH:14][CH:13]=[C:12]([O:16]C)[C:4]=1[C:5]([CH2:7][CH2:8][C:9]([OH:11])=[O:10])=[O:6].B(Br)(Br)Br>>[OH:2][C:3]1[CH:15]=[CH:14][CH:13]=[C:12]([OH:16])[C:4]=1[C:5]([CH2:7][CH2:8][C:9]([OH:11])=[O:10])=[O:6].